From a dataset of the Open Reaction Database (ORD), a public repository of structured organic reaction records. describe an organic reaction: reactants, conditions, products, and yield Reactants: C=C(C)C(=O)[O-], CCCCP(CCCC)CCCC, CCO[Si](CCl)(OCC)OCC, [K+], c1ccc2c(c1)Nc1ccccc1S2. Product: C=C(C)C(=O)OC[Si](OCC)(OCC)OCC. Reaction SMILES: [C:40]([C:41](=[CH2:42])[CH3:43])(=[O:44])[O-:45].[CH2:13]([P:14]([CH2:15][CH2:16][CH2:17][CH3:18])[CH2:19][CH2:20][CH2:21][CH3:22])[CH2:23][CH2:24][CH3:25].[Cl:1][CH2:2][Si:3]([O:4][CH2:5][CH3:6])([O:7][CH2:8][CH3:9])[O:10][CH2:11][CH3:12].[K+:46].[cH:26]1[c:27]2[c:36]([cH:37][cH:38][cH:39]1)[S:35][c:30]1[c:29]([cH:34][cH:33][cH:32][cH:31]1)[NH:28]2>>[CH2:2]([Si:3]([O:4][CH2:5][CH3:6])([O:7][CH2:8][CH3:9])[O:10][CH2:11][CH3:12])[O:45][C:40]([C:41](=[CH2:42])[CH3:43])=[O:44]. Starting materials: N1CCC(CC1)N1N=CC(=C1)C=1C=C(C(=NC1)N)C=1SC2=C(N1)C(=CC=C2)C(F)(F)F (5-(1-piperidin-4-yl-1H-pyrazol-4-yl)-3-(4-trifluoromethylbenzothiazol-2-yl)-pyridin-2-ylamine), ClC=1SC2=C(N1)C=CC(=C2)OC(F)(F)F (2-chloro-6-trifluoromethoxy-1,3-benzothiazole). The product is N1CCC(CC1)N1N=CC(=C1)C=1C=C(C(=NC1)N)C=1SC2=C(N1)C=CC(=C2)OC(F)(F)F (5-(1-Piperidin-4-yl-1H-pyrazol-4-yl)-3-(6-trifluoromethoxybenzothiazol-2-yl)-pyridin-2-ylamine). Reaction SMILES: [NH:1]1[CH2:6][CH2:5][CH:4]([N:7]2[CH:11]=[C:10]([C:12]3[CH:13]=[C:14]([C:19]4[S:20][C:21]5[CH:27]=[CH:26][CH:25]=[C:24](C(F)(F)F)[C:22]=5[N:23]=4)[C:15]([NH2:18])=[N:16][CH:17]=3)[CH:9]=[N:8]2)[CH2:3][CH2:2]1.ClC1SC2C=C([O:42][C:43]([F:46])([F:45])[F:44])C=CC=2N=1>>[NH:1]1[CH2:2][CH2:3][CH:4]([N:7]2[CH:11]=[C:10]([C:12]3[CH:13]=[C:14]([C:19]4[S:20][C:21]5[CH:27]=[C:26]([O:42][C:43]([F:46])([F:45])[F:44])[CH:25]=[CH:24][C:22]=5[N:23]=4)[C:15]([NH2:18])=[N:16][CH:17]=3)[CH:9]=[N:8]2)[CH2:5][CH2:6]1. Procedure details: Following the procedure for 5-(1-piperidin-4-yl-1H-pyrazol-4-yl)-3-(4-trifluoromethylbenzothiazol-2-yl)-pyridin-2-ylamine, but using 2-chloro-6-trifluoromethoxy-1,3-benzothiazole, the title compound was obtained as yellow solid. MS (ES+): m/z=461.08 [MH+]. The reactants are O (water), [N-]=[N+]=[N-].[Na+] (sodium azide), FC=1C=C(C(=O)O)C=CC1C=1SC2=NC(=CC=C2N1)C1(CC1)C1=CC=CC=C1 (3-Fluoro-4-(5-(1-phenylcyclopropyl)thiazolo[5,4-b]pyridin-2-yl)benzoic acid). The reagents and catalysts are [Br-].C(CCC)[N+](CCCC)(CCCC)CCCC (tetrabutylammonium bromide). The solvent is S(=O)(Cl)Cl (thionyl chloride), C(Cl)Cl (DCM). Reaction conditions: temperature 65 celsius, time 1 hour. The product is FC=1C=C(C(=O)N=[N+]=[N-])C=CC1C=1SC2=NC(=CC=C2N1)C1(CC1)C1=CC=CC=C1 (3-fluoro-4-(5-(1-phenylcyclopropyl)thiazolo[5,4-b]pyridin-2-yl)benzoyl azide). RXN SMILES: [F:1][C:2]1[CH:3]=[C:4]([CH:8]=[CH:9][C:10]=1[C:11]1[S:12][C:13]2[C:18]([N:19]=1)=[CH:17][CH:16]=[C:15]([C:20]1([C:23]3[CH:28]=[CH:27][CH:26]=[CH:25][CH:24]=3)[CH2:22][CH2:21]1)[N:14]=2)[C:5](O)=[O:6].O.[N-:30]=[N+:31]=[N-:32].[Na+]>S(Cl)(Cl)=O.[Br-].C([N+](CCCC)(CCCC)CCCC)CCC.C(Cl)Cl>[F:1][C:2]1[CH:3]=[C:4]([CH:8]=[CH:9][C:10]=1[C:11]1[S:12][C:13]2[C:18]([N:19]=1)=[CH:17][CH:16]=[C:15]([C:20]1([C:23]3[CH:28]=[CH:27][CH:26]=[CH:25][CH:24]=3)[CH2:21][CH2:22]1)[N:14]=2)[C:5]([N:30]=[N+:31]=[N-:32])=[O:6] |f:2.3,5.6|. Reported procedure: 3-Fluoro-4-(5-(1-phenylcyclopropyl)thiazolo[5,4-b]pyridin-2-yl)benzoic acid (105 mg, 269 μmol) was dissolved in thionyl chloride (5 mL) and was stirred at 65° C. for 1 h. The reaction mixture was concentrated before it was dissolved in DCM (3 mL); to this was added tetrabutylammonium bromide (8 mg, 27 μmol), water (269 μl, 269 μmol), and sodium azide (21.0 mg, 323 μmol) at 0° C. before it was stirred for 2 h. The reaction mixture was diluted with 75 mL of DCM, added to a separatory funnel, parti... Starting materials: N([C@@H](CC1=CNC2=CC=CC=C12)C(=O)N)C(=O)OCC1=CC=CC=C1.[O-][Si](=O)[O-].[Mg+2] (Z-Trp-NH2 Florisil). Run in CS(=O)C (DMSO). Reaction conditions: time 15 minute. Yields the product N([C@@H](CC1=CNC2=CC=CC=C12)C(=O)N)C(=O)OCC1=CC=CC=C1 (Z-Trp-NH2). As a reaction SMILES: [NH:1]([C:16]([O:18][CH2:19][C:20]1[CH:25]=[CH:24][CH:23]=[CH:22][CH:21]=1)=[O:17])[C@H:2]([C:13]([NH2:15])=[O:14])[CH2:3][C:4]1[C:12]2[C:7](=[CH:8][CH:9]=[CH:10][CH:11]=2)[NH:6][CH:5]=1.[O-][Si]([O-])=O.[Mg+2]>CS(C)=O>[NH:1]([C:16]([O:18][CH2:19][C:20]1[CH:25]=[CH:24][CH:23]=[CH:22][CH:21]=1)=[O:17])[C@H:2]([C:13]([NH2:15])=[O:14])[CH2:3][C:4]1[C:12]2[C:7](=[CH:8][CH:9]=[CH:10][CH:11]=2)[NH:6][CH:5]=1 |f:0.1.2|. Reported procedure: Duplicate amounts (11.7 and 24.2 mg respectively) of the 427 and 207 μmol/g Z-Trp-NH2/Florisil™ samples were weighed into glass vials. DMSO (0.5 ml) was added to each vial and the vials were agitated gently for 15 min to give a nominal concentration of 10 mM of Z-Trp-NH2. Aliquots from each vial were diluted 100-fold with CH3CN and analysed by RP-HPLC monitoring by UV at 230 ηM. The peak areas obtained for the desorbed Z-Trp-NH2 DMSO solutions were compared with those obtained using a 10 mM cont... The reactants are C(C1=CC=CC=C1)(=O)C1=C(C=CC(=C1)Cl)NC(=O)NC1=CC=CC=C1 (1-(2-benzoyl-4-chlorophenyl)-3-phenylurea), Cl.NO (hydroxylamine hydrochloride). The solvent is C(C)O (ethanol). Yields the product 3.82, ClC=1C=C2C(=NC(NC2=CC1)=O)C1=CC=CC=C1 (6-chloro-4-phenyl-2(1H)-quinazolinone). Isolated yield 70.0%. Reaction SMILES: [C:1]([C:9]1[CH:14]=[C:13]([Cl:15])[CH:12]=[CH:11][C:10]=1[NH:16][C:17]([NH:19]C1C=CC=CC=1)=[O:18])(=O)[C:2]1[CH:7]=[CH:6][CH:5]=[CH:4][CH:3]=1.Cl.NO>C(O)C>[Cl:15][C:13]1[CH:14]=[C:9]2[C:10](=[CH:11][CH:12]=1)[NH:16][C:17](=[O:18])[N:19]=[C:1]2[C:2]1[CH:7]=[CH:6][CH:5]=[CH:4][CH:3]=1 |f:1.2|. Procedure: A stirred mixture of 7.02 g (0.02 mole) of 1-(2-benzoyl-4-chlorophenyl)-3-phenylurea and 4.17 g (0.06 mole) of hydroxylamine hydrochloride in 100 ml of ethanol was refluxed for 22 hr, and then cooled. The suspended solid was collected on a filter, washed with ethanol, and dried in air to give 3.82 (70%) of 6-chloro-4-phenyl-2(1H)-quinazolinone as yellow crystals; mp 267°-269°. Starting materials: ClCCOC(C1=CC=CC=C1)=C1C2C3C2CC1C3 (β-chloroethyl-{α[tricyclo-(2.2.1.02.6)hept-3-ylidene]-benzyl}-ether), C(C)N (ethylamine). Run in C1=CC=CC=C1 (benzene). Yields the product C(C)NCCOC(C1=CC=CC=C1)=C1C2C3C2CC1C3 (N-Ethyl-N-{2-[α-(tricyclo(2.2.1.02.6)hept-3-ylidene)-benzyloxy]ethyl}-amine). RXN SMILES: Cl[CH2:2][CH2:3][O:4][C:5](=[C:12]1[CH:17]2[CH2:18][CH:14]3[CH:15]([CH2:16]2)[CH:13]13)[C:6]1[CH:11]=[CH:10][CH:9]=[CH:8][CH:7]=1.[CH2:19]([NH2:21])[CH3:20]>C1C=CC=CC=1>[CH2:19]([NH:21][CH2:2][CH2:3][O:4][C:5](=[C:12]1[CH:17]2[CH2:18][CH:14]3[CH:15]([CH2:16]2)[CH:13]13)[C:6]1[CH:11]=[CH:10][CH:9]=[CH:8][CH:7]=1)[CH3:20]. Procedure: A solution of 90 g. (0.345 mol) of β-chloroethyl-{α[tricyclo-(2.2.1.02.6)hept-3-ylidene]-benzyl}-ether and 69 g. (1.53 mol) of ethylamine in 250 ml. of anhydrous benzene was heated for 5 hours to 140° C. in a 1 litre capacity autoclave. After cooling, the ethylamine hydrochloride was filtered off under suction, the mother liquor concentrated in vacuo and the residue subjected to acid-alkaline working up. The basic fraction was fractionated in vacuo. Starting materials: S(=O)(Cl)Cl (thionyl chloride), Cl (hydrochloric acid), C1(=CC=CC=C1)C=1NC2=C(N1)C=CC=C2C(=O)O (2-Phenylbenzimidazole-4-carboxylic acid), N (ammonia). Run in CN(C)C=O (DMF), O1CCCC1 (tetrahydrofuran), O (water). Conditions: time 12 hour. The product is C1(=CC=CC=C1)C=1NC2=C(N1)C=CC=C2C(=O)N (2-phenylbenzimidazole-4-carboxamide). Isolated yield 62.0%. As a reaction SMILES: [C:1]1([C:7]2[NH:8][C:9]3[C:15]([C:16]([OH:18])=O)=[CH:14][CH:13]=[CH:12][C:10]=3[N:11]=2)[CH:6]=[CH:5][CH:4]=[CH:3][CH:2]=1.S(Cl)(Cl)=O.[NH3:23].Cl>O1CCCC1.O.CN(C=O)C>[C:1]1([C:7]2[NH:8][C:9]3[C:15]([C:16]([NH2:23])=[O:18])=[CH:14][CH:13]=[CH:12][C:10]=3[N:11]=2)[CH:6]=[CH:5][CH:4]=[CH:3][CH:2]=1. Procedure: 2-Phenylbenzimidazole-4-carboxylic acid (50 mg, 0.21 mmol) was dissolved in dry tetrahydrofuran (10 ml) and thionyl chloride (16.8 μl, 0.231 mmol) and DMF (0.05 ml) were added. The mixture was stirred at room temperature for 12 hours, when a white precipitate developed, and the suspension was added dropwise to stirred aqueous ammonia (10 ml) over 10 minutes. The mixture was stirred for a further 30 minutes, diluted with water (20 ml), and neutralised with hydrochloric acid (4M). The white solid ... The yield is 63.2%. Procedure details: To a mixture of 4-[(5-methyl-2-phenyl-4-oxazolyl)methoxy]phenol (2.70 g), ethyl 2-chloromethylnicotinate (1.74 g) and N,N-dimethylformamide (100 mL) was added sodium hydride (60%, oil, 0.42 g) under ice-cooling. The reaction mixture was stirred at room temperature for 2 hrs. The reaction mixture was poured into water and extracted with ethyl acetate. The organic layer was washed successively with water and saturated brine, dried over anhydrous magnesium sulfate and concentrated. The obtained res... Conditions: time 2 hour. Reactants: CC1=C(N=C(O1)C1=CC=CC=C1)COC1=CC=C(C=C1)O (4-[(5-methyl-2-phenyl-4-oxazolyl)methoxy]phenol), ClCC1=C(C(=O)OCC)C=CC=N1 (ethyl 2-chloromethylnicotinate), CN(C=O)C (N,N-dimethylformamide), [H-].[Na+] (sodium hydride). Product: CC1=C(N=C(O1)C1=CC=CC=C1)COC1=CC=C(OCC2=C(C(=O)OCC)C=CC=N2)C=C1 (ethyl 2-[[4-[(5-methyl-2-phenyl-4-oxazolyl)methoxy]phenoxy]methyl]nicotinate). Solvent: O (water). RXN SMILES: [CH3:1][C:2]1[O:6][C:5]([C:7]2[CH:12]=[CH:11][CH:10]=[CH:9][CH:8]=2)=[N:4][C:3]=1[CH2:13][O:14][C:15]1[CH:20]=[CH:19][C:18]([OH:21])=[CH:17][CH:16]=1.Cl[CH2:23][C:24]1[N:34]=[CH:33][CH:32]=[CH:31][C:25]=1[C:26]([O:28][CH2:29][CH3:30])=[O:27].CN(C)C=O.[H-].[Na+]>O>[CH3:1][C:2]1[O:6][C:5]([C:7]2[CH:8]=[CH:9][CH:10]=[CH:11][CH:12]=2)=[N:4][C:3]=1[CH2:13][O:14][C:15]1[CH:16]=[CH:17][C:18]([O:21][CH2:23][C:24]2[N:34]=[CH:33][CH:32]=[CH:31][C:25]=2[C:26]([O:28][CH2:29][CH3:30])=[O:27])=[CH:19][CH:20]=1 |f:3.4|. Starting materials: Oc1ncc(C(F)(F)F)cc1Br, [Li]C(C)(C)C, CN(C)C=O, [H-], [Na+], C1CCOC1. The product is O=Cc1cc(C(F)(F)F)cnc1O. Reaction SMILES: [Br:1][c:2]1[c:3]([OH:12])[n:4][cH:5][c:6]([C:8]([F:9])([F:10])[F:11])[cH:7]1.[C:15]([Li:16])([CH3:17])([CH3:18])[CH3:19].[CH3:20][N:21]([CH:22]=[O:23])[CH3:24].[H-:13].[Na+:14].[O:25]1[CH2:26][CH2:27][CH2:28][CH2:29]1>>[c:2]1([CH:22]=[O:23])[c:3]([OH:12])[n:4][cH:5][c:6]([C:8]([F:9])([F:10])[F:11])[cH:7]1. Starting materials: bis(diphenylphosphino) chloride, cuprous iodide, BrC=1C=C2CCN(C(C2=CC1)=O)CC1=NC=C(C=C1)C1=CC=C(C=C1)F (6-bromo-2-{[5-(4-fluorophenyl)-2-pyridyl]methyl}-1-oxo-1,2,3,4-tetrahydroisoquinoline), C(CC#C)O (3-butyn-1-ol), C(C)NCC (diethylamine). Solvent: CCOC(=O)C (EtOAc). Run at time 20 minute. Yields the product EtOAc hexanes, OC(C#CC=1C=C2CCN(C(C2=CC1)=O)CC1=NC=C(C=C1)C1=CC=C(C=C1)F)C (6-[3-hydroxy-1-butyn-1-yl]-2-{[5-(4-fluorophenyl)-2-pyridyl]-methyl}-1-oxo-1,2,3,4-tetrahydroisoquinoline). RXN SMILES: BrC1[CH:3]=[C:4]2[C:9](=[CH:10][CH:11]=1)[C:8](=[O:12])[N:7]([CH2:13][C:14]1[CH:19]=[CH:18][C:17]([C:20]3[CH:25]=[CH:24][C:23]([F:26])=[CH:22][CH:21]=3)=[CH:16][N:15]=1)[CH2:6][CH2:5]2.[CH2:27]([OH:31])[CH2:28][C:29]#[CH:30].[CH2:32](NCC)C>CCOC(C)=O>[OH:31][CH:27]([CH3:32])[C:28]#[C:29][C:30]1[CH:3]=[C:4]2[C:9](=[CH:10][CH:11]=1)[C:8](=[O:12])[N:7]([CH2:13][C:14]1[CH:19]=[CH:18][C:17]([C:20]3[CH:21]=[CH:22][C:23]([F:26])=[CH:24][CH:25]=3)=[CH:16][N:15]=1)[CH2:6][CH2:5]2. Reported procedure: A solution of 6-bromo-2-{[5-(4-fluorophenyl)-2-pyridyl]methyl}-1-oxo-1,2,3,4-tetrahydroisoquinoline (500 mg, 1.22 mmol) and 3-butyn-1-ol (170 mg, 0.19 mL, 2.44 mmol) in diethylamine (20 mL) is de-gassed with argon. After 20 minutes, pallasium bis(diphenylphosphino) chloride (85 mg, 0.12 mmol) and cuprous iodide (13 mg, 0.12 mmol) are added and the resulting solution is stirred at ambient temperature for 12 hours. The reaction mixture is then diluted with EtOAc (20 mL), dried over MgSO4, filtered...